Dataset: the Open Reaction Database (ORD), a public repository of structured organic reaction records. Task: describe an organic reaction: reactants, conditions, products, and yield Starting materials: COC(CC=1C(=C2C=C(C=NC2=CC1F)C=1C=NN(C1)C)F)=O ([5,7-difluoro-3-(1-methyl-1H-pyrazol-4-yl)-quinolin-6-yl]-acetic acid methyl ester), NN (hydrazine), NN (hydrazine). Solvent: CO (methanol). Conditions: temperature 55 celsius. Yields the product FC1=C2C=C(C=NC2=CC(=C1CC(=O)NN)F)C=1C=NN(C1)C ([5,7-Difluoro-3-(1-methyl-1H-pyrazol-4-yl)-quinolin-6-yl]-acetic acid hydrazide). Isolated yield 83.7%. Reaction SMILES: C[O:2][C:3](=O)[CH2:4][C:5]1[C:6]([F:22])=[C:7]2[C:12](=[CH:13][C:14]=1[F:15])[N:11]=[CH:10][C:9]([C:16]1[CH:17]=[N:18][N:19]([CH3:21])[CH:20]=1)=[CH:8]2.[NH2:24][NH2:25]>CO>[F:22][C:6]1[C:5]([CH2:4][C:3]([NH:24][NH2:25])=[O:2])=[C:14]([F:15])[CH:13]=[C:12]2[C:7]=1[CH:8]=[C:9]([C:16]1[CH:17]=[N:18][N:19]([CH3:21])[CH:20]=1)[CH:10]=[N:11]2. Procedure details: To a 40 ml vial was added methanol (12 mL), [5,7-difluoro-3-(1-methyl-1H-pyrazol-4-yl)-quinolin-6-yl]-acetic acid methyl ester (508 mg, 1.6 mmol) and hydrazine anhydrous (4 eq., 6.4 mmols). After 1 hour at 55° C. a second portion of hydrazine (4 eq., 6.4 mmol) was added and the reaction heated at 55° C. for a further 1 hour. The reaction mixture was cool down to room temperature, filtered and washed with cold methanol. The product was dried to return the title compound as a white solid (425 mg, ... Reactants: CC(=CCC1=C(C=C(C=C1O)O)O)CCCC(CCCC(CCCC(C)C)C)C (2-(3,7,11,15-Tetramethyl-2-hexadecenyl)-1,3,5-benzenetriol), C(C)(=O)OC(C)=O (acetic anhydride). Solvent: N1=CC=CC=C1 (pyridine). Reaction conditions: time 4 hour. Yields the product CC(=CCC1=C(C=C(C=C1OC(C)=O)OC(C)=O)OC(C)=O)CCCC(CCCC(CCCC(C)C)C)C (2-(3,7,11,15-Tetramethyl-2-hexadecenyl)-1,3,5-triacetoxybenzene). Yield: 59.0%. Reaction SMILES: [CH3:1][C:2]([CH2:14][CH2:15][CH2:16][CH:17]([CH3:29])[CH2:18][CH2:19][CH2:20][CH:21]([CH3:28])[CH2:22][CH2:23][CH2:24][CH:25]([CH3:27])[CH3:26])=[CH:3][CH2:4][C:5]1[C:10]([OH:11])=[CH:9][C:8]([OH:12])=[CH:7][C:6]=1[OH:13].C(O[C:34](=[O:36])[CH3:35])(=O)C>N1C=CC=CC=1>[CH3:1][C:2]([CH2:14][CH2:15][CH2:16][CH:17]([CH3:29])[CH2:18][CH2:19][CH2:20][CH:21]([CH3:28])[CH2:22][CH2:23][CH2:24][CH:25]([CH3:27])[CH3:26])=[CH:3][CH2:4][C:5]1[C:6]([O:13][C:10](=[O:11])[CH3:9])=[CH:7][C:8]([O:12][C:8](=[O:12])[CH3:7])=[CH:9][C:10]=1[O:11][C:34](=[O:36])[CH3:35]. Reported procedure: 2-(3,7,11,15-Tetramethyl-2-hexadecenyl)-1,3,5-benzenetriol (1.00 g;2.47 mmole) was dissolved in 10 ml of pyridine and 833 mg (8.16 mmole) of acetic anhydride was added thereto with ice-cooling, followed by bringing it back to room temperature, stirring for 4 hours, removing the solvent by distillation and subjecting the resulting residue to silica gel column chromatography to thereby recover 0.77 g of the title compound from the fractions eluted with hexane-ethyl acetate (5:1). Yield=59%.